From a dataset of the Open Reaction Database (ORD), a public repository of structured organic reaction records. describe an organic reaction: reactants, conditions, products, and yield Starting materials: FC1=C(C=CC(=C1)F)[C@@]1([C@H](C(=O)O)C)CO1 ((2R,3S)-3-(2,4-difluorophenyl)-3,4-epoxy-2-methylbutanoic acid), [H-].[Na+] (NaH), N1N=CN=C1 (1,2,4-triazole), [H][H] (hydrogen), [NH4+].[Cl-] (NH4Cl). Solvent: CN(C)C=O (DMF), CN(C)C=O (DMF). Run at temperature 60 celsius. Product: FC1=C(C=CC(=C1)F)[C@]([C@H](C(=O)O)C)(CN1N=CN=C1)O ((2R,3R)-3-(2,4-Difluorophenyl)-3-hydroxy-2-methyl-4-(1H-1,2,4-triazol-1-yl)butanoic acid). RXN SMILES: [H-].[Na+].[NH:3]1[CH:7]=[N:6][CH:5]=[N:4]1.[H][H].[F:10][C:11]1[CH:16]=[C:15]([F:17])[CH:14]=[CH:13][C:12]=1[C@@:18]1([O:25][CH2:24]1)[C@@H:19]([CH3:23])[C:20]([OH:22])=[O:21].[NH4+].[Cl-]>CN(C=O)C>[F:10][C:11]1[CH:16]=[C:15]([F:17])[CH:14]=[CH:13][C:12]=1[C@@:18]([OH:25])([CH2:24][N:3]1[CH:7]=[N:6][CH:5]=[N:4]1)[C@@H:19]([CH3:23])[C:20]([OH:22])=[O:21] |f:0.1,5.6|. Reported procedure: To a cooled (0° C.) suspension of NaH (55% mineral oil dispersion, 288 mg, 6.6 mmol, washed with hexane) in DMF (25 mL) was added 1,2,4-triazole (0.5 g, 7.2 mmol) and the mixture was stirred at 0° C. until hydrogen gas ceased to evolve. Then, a solution of unpurified (2R,3S)-3-(2,4-difluorophenyl)-3,4-epoxy-2-methylbutanoic acid (0.5 g) (obtained in reference example 29) in DMF (3 mL) was slowly added and the mixture was heated to 60° C. during 2 h. A saturated NH4Cl aqueous solution was then ad...